describe an organic reaction: reactants, conditions, products, and yield From a dataset of the Open Reaction Database (ORD), a public repository of structured organic reaction records. Reactants: C(CCCCCCCCC)=O (Decanaldehyde), COC(=O)C=1C=C(C2=C(S(CC3=C(O2)C(=CC(=C3)N3CCNCC3)Cl)(=O)=O)C1)C (4-Chloro-6-methyl-10,10-dioxo-2-piperazin-1-yl-10,11-dihydro-5-oxa-10lambda*6*-thia-dibenzo[a,d]cycloheptene-8-carboxylic acid methyl ester), C(#N)[BH3-].[Na+] (Sodium cyanoborohydride). Reagents/catalysts: CC([O-])C.[Ti+4].CC([O-])C.CC([O-])C.CC([O-])C (Titanium isopropoxide). The solvent is CO (methanol). Conditions: temperature 10 celsius. Product: COC(=O)C=1C=C(C2=C(S(CC3=C(O2)C(=CC(=C3)N3CCN(CC3)CCCCCCCCCC)Cl)(=O)=O)C1)C (4-Chloro-2-(4-decyl-piperazin-1-yl)-6-methyl-10,10-dioxo-10,11-dihydro-5-oxa-10lambda*6*-thia-dibenzo[a,d]cycloheptene-8-carboxylic acid methyl ester). Reaction SMILES: [CH:1](=O)[CH2:2][CH2:3][CH2:4][CH2:5][CH2:6][CH2:7][CH2:8][CH2:9][CH3:10].[CH3:12][O:13][C:14]([C:16]1[CH:17]=[C:18]([CH3:40])[C:19]2[O:25][C:24]3[C:26]([Cl:36])=[CH:27][C:28]([N:30]4[CH2:35][CH2:34][NH:33][CH2:32][CH2:31]4)=[CH:29][C:23]=3[CH2:22][S:21](=[O:38])(=[O:37])[C:20]=2[CH:39]=1)=[O:15].C([BH3-])#N.[Na+]>CO.CC(C)[O-].[Ti+4].CC(C)[O-].CC(C)[O-].CC(C)[O-]>[CH3:12][O:13][C:14]([C:16]1[CH:17]=[C:18]([CH3:40])[C:19]2[O:25][C:24]3[C:26]([Cl:36])=[CH:27][C:28]([N:30]4[CH2:31][CH2:32][N:33]([CH2:1][CH2:2][CH2:3][CH2:4][CH2:5][CH2:6][CH2:7][CH2:8][CH2:9][CH3:10])[CH2:34][CH2:35]4)=[CH:29][C:23]=3[CH2:22][S:21](=[O:37])(=[O:38])[C:20]=2[CH:39]=1)=[O:15] |f:2.3,5.6.7.8.9|. Reported procedure: Decanaldehyde (0.071 g, 0.45 mmol) was added with stirring to a solution of Example 104k (0.2 g, 0.45 mmol) in dry methanol (5 mL). Titanium isopropoxide (0.12 g, 0.45 mmol) was added and the reaction mixture was cooled to 10° C. Sodium cyanoborohydride (0.057 g, 0.9 mmol) was added and the reaction mixture was refluxed for 2 h. It was concentrated, treated with water and extracted with n-butanol. The organic layer was washed with water, brine, concentrated and purified using flash chromatograph... Reactants: Cl (hydrochloric acid), 20, C(C1=CC=CC=C1)NC1=NC(=C(C=C1Cl)F)NC(C)(C)C (2-benzylamino-6-(t-butylamino)-3-chloro-5-fluoropyridine). Reagents/catalysts: [Pd] (palladium on carbon). Solvent: CO (methanol). Conditions: time 1 hour. The product is NC1=NC(=C(C=C1Cl)F)NC(C)(C)C (2-amino-6-(t-butylamino)-3-chloro-5-fluoropyridine), NC1=NC(=C(C=C1)F)NC(C)(C)C (2-amino-6-(t-butylamino)-5-fluoropyridine). RXN SMILES: Cl.C([NH:9][C:10]1[C:15]([Cl:16])=[CH:14][C:13]([F:17])=[C:12]([NH:18][C:19]([CH3:22])([CH3:21])[CH3:20])[N:11]=1)C1C=CC=CC=1>[Pd].CO>[NH2:9][C:10]1[C:15]([Cl:16])=[CH:14][C:13]([F:17])=[C:12]([NH:18][C:19]([CH3:22])([CH3:21])[CH3:20])[N:11]=1.[NH2:9][C:10]1[CH:15]=[CH:14][C:13]([F:17])=[C:12]([NH:18][C:19]([CH3:22])([CH3:21])[CH3:20])[N:11]=1. Procedure: To a mixed solution of 18 ml methanol and 1.4 g concentrated hydrochloric acid were added 3.1 g of 20 2-benzylamino-6-(t-butylamino)-3-chloro-5-fluoropyridine together with 0.33 g of 10% palladium on carbon, and the mixture was hydrogenated at 30° C. for 1 hour. The catalyst was separated by filtration, and the solvent and the like were distilled off under reduced pressure. To the residue was added 50 ml of chloroform, and the mixture was washed with 10 ml of 6% aqueous solution of sodium hydrox... Product: C(C)(=O)OC1=CC=C(C=C)C=C1.C(C)(C)(C)OC1=CC=C(C=C)C=C1 (p-acetyloxystyrene p-tert-butoxystyrene). Solvent: CC(=O)C (acetone). RXN SMILES: [C:1]([O:4][C:5]1[CH:12]=[CH:11][C:8]([CH:9]=[CH2:10])=[CH:7][CH:6]=1)(=[O:3])[CH3:2].[C:13]([O:17][C:18]1[CH:25]=[CH:24][C:21]([CH:22]=[CH2:23])=[CH:20][CH:19]=1)([CH3:16])([CH3:15])[CH3:14].N(C(C)(CC(C)C)C#N)=NC(C)(CC(C)C)C#N.CO>CC(C)=O>[C:1]([O:4][C:5]1[CH:12]=[CH:11][C:8]([CH:9]=[CH2:10])=[CH:7][CH:6]=1)(=[O:3])[CH3:2].[C:13]([O:17][C:18]1[CH:19]=[CH:20][C:21]([CH:22]=[CH2:23])=[CH:24][CH:25]=1)([CH3:16])([CH3:14])[CH3:15] |f:5.6|. The reactants are C(C)(=O)OC1=CC=C(C=C)C=C1 (p-acetyloxystyrene), C(C)(C)(C)OC1=CC=C(C=C)C=C1 (p-tert-butoxystyrene), N(=NC(C#N)(CC(C)C)C)C(C#N)(CC(C)C)C (2,2′-azobis(2,4-dimethylvaleronitrile)), CO (methanol). Procedure details: With the use of 48.6 g (0.30 mole) of p-acetyloxystyrene, 17.6 g (0.10 mole) of p-tert-butoxystyrene and a catalytic amount of 2,2′-azobis(2,4-dimethylvaleronitrile), the same reaction and after-treatment as described in Production Example 2-(1) were conducted, and the resulting viscous resinous material was dissolved in 200 ml of acetone and poured into 1000 ml of 50% aqueous methanol solution. The precipitated resin was recovered by decantation and dried under reduced pressure to give 59.7 g o...